Dataset: the Open Reaction Database (ORD), a public repository of structured organic reaction records. Task: describe an organic reaction: reactants, conditions, products, and yield Reactants: CC(C)CCCC(C)CCCC(C)CCCCC(C)CCCC(C)CCCC(C)C (squalane), C=CC(C)=C (isoprene). Reagents/catalysts: [Ni] (nickel), C1=CC=C2C=C(C=CC2=C1)C(=O)[O-].C1=CC=C2C=C(C=CC2=C1)C(=O)[O-].[Ni+2] (nickel naphthenate), C(C)(CC)[Li] (sec-butyl lithium). Solvent: C1CCCCC1 (cyclohexane). Yields the product CC(C)=CCC\C(\C)=C\CC\C(\C)=C\CC\C=C(/C)\CC\C=C(/C)\CCC=C(C)C (squalene). As a reaction SMILES: C=CC(=C)C.[CH3:6][CH:7]([CH2:9][CH2:10][CH2:11][CH:12]([CH2:14][CH2:15][CH2:16][CH:17]([CH2:19][CH2:20][CH2:21][CH2:22][CH:23]([CH2:25][CH2:26][CH2:27][CH:28]([CH2:30][CH2:31][CH2:32][CH:33]([CH3:35])[CH3:34])[CH3:29])[CH3:24])[CH3:18])[CH3:13])[CH3:8]>C([Li])(CC)C.C1C=C2C(C=C(C([O-])=O)C=C2)=CC=1.C1C=C2C(C=C(C([O-])=O)C=C2)=CC=1.[Ni+2].[Ni].C1CCCCC1>[CH3:35][C:33](=[CH:32][CH2:31][CH2:30]/[C:28](=[CH:27]/[CH2:26][CH2:25]/[C:23](=[CH:22]/[CH2:21][CH2:20]/[CH:19]=[C:17](/[CH2:16][CH2:15]/[CH:14]=[C:12](/[CH2:11][CH2:10][CH:9]=[C:7]([CH3:8])[CH3:6])\[CH3:13])\[CH3:18])/[CH3:24])/[CH3:29])[CH3:34] |f:3.4.5|. Procedure details: As the oligomer (D) represented by the formula: ##STR2## When m is 0 and R is ##STR3## is a hydrogenated product of polyisoprene. For obtaining a hydrogenated product of polyisoprene, it can be easily produced by carrying out anion polymerization of isoprene in a cyclohexane solution under the copresence of sec-butyl lithium catalyst and then hydrogenating the polymer in the presence of a nickel naphthenate catalyst. On the other hand, when m is 1, n and pare 2, and R is ##STR4## it is squalane ... Starting materials: C(C)OC(=O)C=1C(=C2C(=C(N1)Cl)N(C=C2Cl)CC2=CC=CC=C2)O (1-benzyl-3,7-dichloro-4-hydroxy-1H-pyrrolo[2,3-c]pyridine-5-carboxylic acid ethyl ester), C(C)[Sn](CC)(CC)CC (tetraethyltin). Reagents/catalysts: Cl[Pd]([P](C1=CC=CC=C1)(C2=CC=CC=C2)C3=CC=CC=C3)([P](C4=CC=CC=C4)(C5=CC=CC=C5)C6=CC=CC=C6)Cl (Pd(PPh3)2Cl2). Solvent: CCOC(=O)C (EtOAc), CN(C)C=O (DMF). Conditions: temperature 120 celsius, time 2.5 hour. Yields the product C(C)OC(=O)C=1C(=C2C(=C(N1)CC)N(C=C2Cl)CC2=CC=CC=C2)O (1-Benzyl-3-chloro-7-ethyl-4-hydroxy-1H-pyrrolo[2,3-c]pyridine-5-carboxylic acid ethyl ester). As a reaction SMILES: [CH2:1]([O:3][C:4]([C:6]1[C:7]([OH:24])=[C:8]2[C:15]([Cl:16])=[CH:14][N:13]([CH2:17][C:18]3[CH:23]=[CH:22][CH:21]=[CH:20][CH:19]=3)[C:9]2=[C:10](Cl)[N:11]=1)=[O:5])[CH3:2].[CH2:25]([Sn](CC)(CC)CC)[CH3:26]>CN(C=O)C.CCOC(C)=O.Cl[Pd](Cl)([P](C1C=CC=CC=1)(C1C=CC=CC=1)C1C=CC=CC=1)[P](C1C=CC=CC=1)(C1C=CC=CC=1)C1C=CC=CC=1>[CH2:1]([O:3][C:4]([C:6]1[C:7]([OH:24])=[C:8]2[C:15]([Cl:16])=[CH:14][N:13]([CH2:17][C:18]3[CH:23]=[CH:22][CH:21]=[CH:20][CH:19]=3)[C:9]2=[C:10]([CH2:25][CH3:26])[N:11]=1)=[O:5])[CH3:2] |^1:47,66|. Procedure: A mixture of 1-benzyl-3,7-dichloro-4-hydroxy-1H-pyrrolo[2,3-c]pyridine-5-carboxylic acid ethyl ester (126.1 mg, 0.19 mmol), tetraethyltin (50 mg, 0.21 mmol), and Pd(PPh3)2Cl2 (6.7 mg, 0.0095 mmol) in DMF (1 mL) was stirred at 120° C. for 2.5 h. The mixture was then diluted with EtOAc, washed with water and saturated NaCl aqueous solution, respectively; the EtOAc phase was dried over anhydrous sodium sulfate, concentrated, and the residue was purified by column to give a white solid, the desired ...